The task is: describe an organic reaction: reactants, conditions, products, and yield. This data is from the Open Reaction Database (ORD), a public repository of structured organic reaction records. Starting materials: O=C([O-])[O-], C[N+]1(C)CCC(=O)CC1, CCO, [I-], [K+], [K+], CC(N)c1cnccn1, [Na+], [Na+], O=C([O-])[O-], O. Product: CC(c1cnccn1)N1CCC(=O)CC1. As a reaction SMILES: [C:26](=[O:27])([O-:28])[O-:29].[CH3:17][N+:18]1([CH3:25])[CH2:19][CH2:20][C:21](=[O:24])[CH2:22][CH2:23]1.[CH3:33][CH2:34][OH:35].[I-:16].[K+:10].[K+:11].[NH2:1][CH:2]([CH3:3])[c:4]1[n:5][cH:6][cH:7][n:8][cH:9]1.[Na+:30].[Na+:31].[O-:12][C:13]([O-:14])=[O:15].[OH2:32]>>[N:1]1([CH:2]([CH3:3])[c:4]2[n:5][cH:6][cH:7][n:8][cH:9]2)[CH2:19][CH2:20][C:21](=[O:24])[CH2:22][CH2:23]1.